describe an organic reaction: reactants, conditions, products, and yield From a dataset of the Open Reaction Database (ORD), a public repository of structured organic reaction records. Starting materials: methyl, Cl[O-] (hypochlorite), C(C)(=O)C1=CC=CC=C1 (acetophenone), CC(=O)C1=C(C=CC(=C1)OCC(F)(F)F)OCC(F)(F)F (2,5-bis(2,2,2-trifluoroethoxy)acetophenone). Product: FC(COC1=C(C(=O)O)C=C(C=C1)OCC(F)(F)F)(F)F (2,5-bis(2,2,2-trifluoroethoxy)benzoic acid). RXN SMILES: C(C1C=CC=CC=1)(=[O:3])C.C[C:11]([C:13]1[CH:18]=[C:17]([O:19][CH2:20][C:21]([F:24])([F:23])[F:22])[CH:16]=[CH:15][C:14]=1[O:25][CH2:26][C:27]([F:30])([F:29])[F:28])=[O:12].Cl[O-]>>[F:28][C:27]([F:30])([F:29])[CH2:26][O:25][C:14]1[CH:15]=[CH:16][C:17]([O:19][CH2:20][C:21]([F:24])([F:23])[F:22])=[CH:18][C:13]=1[C:11]([OH:12])=[O:3]. Procedure: replacing the methyl moiety of the acetophenone function of said 2,5-bis(2,2,2-trifluoroethoxy)acetophenone using hypochlorite to yield 2,5-bis(2,2,2-trifluoroethoxy)benzoic acid. The reactants are C(CC)O (n-Propanol), Cl.CON (methoxyamine hydrochloride), O1N=C(C=C1)C(=O)C1=C(C=CC=C1)COC1=C(C=CC(=C1)C)C (2-(2,5-dimethylphenoxymethyl)phenyl isoxazol-3-yl ketone). Solvent: O (water). Yields the product CON=C(C1=C(C=CC=C1)COC1=C(C=CC(=C1)C)C)C1=NOC=C1 (2-(2,5-dimethylphenoxymethyl)phenyl isoxazol-3-yl ketone O-methyloxime). As a reaction SMILES: C(O)CC.Cl.[CH3:6][O:7][NH2:8].[O:9]1[CH:13]=[CH:12][C:11]([C:14]([C:16]2[CH:21]=[CH:20][CH:19]=[CH:18][C:17]=2[CH2:22][O:23][C:24]2[CH:29]=[C:28]([CH3:30])[CH:27]=[CH:26][C:25]=2[CH3:31])=O)=[N:10]1>O>[CH3:6][O:7][N:8]=[C:14]([C:11]1[CH:12]=[CH:13][O:9][N:10]=1)[C:16]1[CH:21]=[CH:20][CH:19]=[CH:18][C:17]=1[CH2:22][O:23][C:24]1[CH:29]=[C:28]([CH3:30])[CH:27]=[CH:26][C:25]=1[CH3:31] |f:1.2|. Procedure details: n-Propanol (2 ml) and methoxyamine hydrochloride (0.50 g, 6 mmol) were added to 2-(2,5-dimethylphenoxymethyl)phenyl isoxazol-3-yl ketone (0.64 g, 2 mmol), and the mixture was stirred under reflux for 17 hours. After completion of the reaction, water (100 ml) was added, the mixture was extracted with dichloromethane. The dichloromethane layer was dried over anhydrous magnesium sulfate and concentrated under reduced pressure, and the residue was purified by silica gel chromatography (benzene/n-hex... Reactants: ClCCCC(=O)C1=CC=CC=C1 (4-Chlorobutyrophenone), NC(=S)N (thiourea), CN1N=NN=C1Cl (1-methyl-5-chloro-1,2,3,4-tetrazole), [OH-].[Na+] (sodium hydroxide). Solvent: C(C)O (ethanol). Yields the product CN1N=NN=C1SCCCC(C1=CC=CC=C1)=O (1-methyl-5-(3-benzoylpropyl)thio-1,2,3,4-tetrazole). Yield: 11.6%. Reaction SMILES: Cl[CH2:2][CH2:3][CH2:4][C:5]([C:7]1[CH:12]=[CH:11][CH:10]=[CH:9][CH:8]=1)=[O:6].NC(N)=[S:15].[CH3:17][N:18]1[C:22](Cl)=[N:21][N:20]=[N:19]1.[OH-].[Na+]>C(O)C>[CH3:17][N:18]1[C:22]([S:15][CH2:2][CH2:3][CH2:4][C:5](=[O:6])[C:7]2[CH:12]=[CH:11][CH:10]=[CH:9][CH:8]=2)=[N:21][N:20]=[N:19]1 |f:3.4|. Procedure details: 4-Chlorobutyrophenone (1.8 g) and thiourea (0.8 g) is dissolved in ethanol (50 ml) and the solution is refluxed for 2 hours. To the mixture are added 1-methyl-5-chloro-1,2,3,4-tetrazole (1.2 g) and 10% aqueous sodium hydroxide (5 ml) and the mixture is further refluxed for 3 hours. Ethanol is distilled off and water is added to the residue. The mixture is extracted with chloroform. The chloroform solution is washed with water and saturated aqueous sodium chloride and dried over magnesium sulfate... Reactants: C1COCCO1, COC(=O)Cl, CC(C)(C)C(N)C(=O)O, [Na+], [OH-]. The product is COC(=O)NC(C(=O)O)C(C)(C)C. As a reaction SMILES: [CH2:17]1[O:18][CH2:19][CH2:20][O:21][CH2:22]1.[Cl:12][C:13](=[O:14])[O:15][CH3:16].[NH2:1][CH:2]([C:3]([CH3:4])([CH3:5])[CH3:6])[C:7](=[O:8])[OH:9].[Na+:11].[OH-:10]>>[NH:1]([CH:2]([C:3]([CH3:4])([CH3:5])[CH3:6])[C:7](=[O:8])[OH:9])[C:13](=[O:14])[O:15][CH3:16]. Starting materials: BrC=1C=C(C=2C=NN(C2C1)C(C)C)C(=O)NCC=1C(NC(=CC1C)C)=O (6-bromo-1-(1-methylethyl)-N-[(6-methyl-2-oxo-4-methyl-1,2-dihydro-3-pyridinyl)methyl]-1H-indazole-4-carboxamide), CC1(OB(OC1(C)C)C=1C=CC(=NC1)N1CCNCC1)C (1-[5-(4,4,5,5-tetramethyl-1,3,2-dioxaborolan-2-yl)-2-pyridinyl]piperazine). The product is CC1=C(C(NC(=C1)C)=O)CNC(=O)C=1C=2C=NN(C2C=C(C1)C=1C=NC(=CC1)N1CCNCC1)C(C)C (N-[(4,6-dimethyl-2-oxo-1,2-dihydro-3-pyridinyl)methyl]-1-(1-methylethyl)-6-[6-(1-piperazinyl)-3-pyridinyl]-1H-indazole-4-carboxamide). RXN SMILES: Br[C:2]1[CH:3]=[C:4]([C:14]([NH:16][CH2:17][C:18]2[C:19](=[O:26])[NH:20][C:21]([CH3:25])=[CH:22][C:23]=2[CH3:24])=[O:15])[C:5]2[CH:6]=[N:7][N:8]([CH:11]([CH3:13])[CH3:12])[C:9]=2[CH:10]=1.CC1(C)C(C)(C)OB([C:35]2[CH:36]=[CH:37][C:38]([N:41]3[CH2:46][CH2:45][NH:44][CH2:43][CH2:42]3)=[N:39][CH:40]=2)O1>>[CH3:24][C:23]1[CH:22]=[C:21]([CH3:25])[NH:20][C:19](=[O:26])[C:18]=1[CH2:17][NH:16][C:14]([C:4]1[C:5]2[CH:6]=[N:7][N:8]([CH:11]([CH3:13])[CH3:12])[C:9]=2[CH:10]=[C:2]([C:35]2[CH:40]=[N:39][C:38]([N:41]3[CH2:42][CH2:43][NH:44][CH2:45][CH2:46]3)=[CH:37][CH:36]=2)[CH:3]=1)=[O:15]. Reported procedure: The title compound was prepared in a similar manner as described for example 8 from 6-bromo-1-(1-methylethyl)-N-[(6-methyl-2-oxo-4-methyl-1,2-dihydro-3-pyridinyl)methyl]-1H-indazole-4-carboxamide (90 mg, 0.216 mmol) and 1-[5-(4,4,5,5-tetramethyl-1,3,2-dioxaborolan-2-yl)-2-pyridinyl]piperazine (94 mg, 0.324 mmol). The product obtained from HPLC purification was treated with a saturated solution of NaHCO3, and solids that crashed out were filtered. The product was evaporated from MeOH, triturated ... The product is FC=1C=C(C=C(C1)F)[C@@H]1CCC(C(N1)=O)(CC)CC ((6S)-6-(3,5-Difluorophenyl)-3,3-diethylpiperidin-2-one). Reaction SMILES: [F:1][C:2]1[CH:3]=[C:4]([C@H:9]2[N:14](C(OC(C)(C)C)=O)[C:13](=[O:22])[C:12]([CH2:25][CH3:26])([CH2:23][CH3:24])[CH2:11][CH2:10]2)[CH:5]=[C:6]([F:8])[CH:7]=1.C(O)(C(F)(F)F)=O>C(Cl)Cl>[F:1][C:2]1[CH:3]=[C:4]([C@H:9]2[NH:14][C:13](=[O:22])[C:12]([CH2:25][CH3:26])([CH2:23][CH3:24])[CH2:11][CH2:10]2)[CH:5]=[C:6]([F:8])[CH:7]=1. Run at time 1.5 hour. Run in C(Cl)Cl (CH2Cl2). Starting materials: FC=1C=C(C=C(C1)F)[C@@H]1CCC(C(N1C(=O)OC(C)(C)C)=O)(CC)CC (tert-Butyl (6S)-6-(3,5-difluorophenyl)-3,3-diethylpiperidin-2-one-1-carboxylate), C(=O)(C(F)(F)F)O (TFA). Reported procedure: To a solution of tert-butyl (6S)-6-(3,5-difluorophenyl)-3,3-diethylpiperidin-2-one-1-carboxylate from Step D (1.22 g, 3.32 mmol) in CH2Cl2 (7 mL) at ambient temperature was added TFA (3 mL). After stirring for 1.5 h, the reaction mixture was concentrated in vacuo. The residue was partitioned between CH2Cl2 (30 mL) and saturated NaHCO3 (30 mL). The layers were separated and the aqueous layer was further extracted with CH2Cl2 (2×30 mL). The combined organics were dried over sodium sulfate, filtere... Starting materials: BrC=1C=C2C=CNC2=NC1 (5-bromo-7-azaindole), [Al+3].[Cl-].[Cl-].[Cl-] (AlCl3), O (water), ClC(C(=O)Cl)(Cl)Cl (trichloroacetyl chloride). Solvent: C(Cl)Cl (DCM). Reaction conditions: time 10 minute. Yields the product BrC=1C=C2C(=NC1)NC=C2C(=O)O (5-Bromo-1H-pyrrolo[2,3-b]pyridine-3-carboxylic acid). Reaction SMILES: [Br:1][C:2]1[CH:3]=[C:4]2[C:8](=[N:9][CH:10]=1)[NH:7][CH:6]=[CH:5]2.[Al+3].[Cl-].[Cl-].[Cl-].ClC(Cl)(Cl)[C:17](Cl)=[O:18].[OH2:22]>C(Cl)Cl>[Br:1][C:2]1[CH:3]=[C:4]2[C:5]([C:17]([OH:18])=[O:22])=[CH:6][NH:7][C:8]2=[N:9][CH:10]=1 |f:1.2.3.4|. Procedure: To a solution of 5-bromo-7-azaindole (2.0 g, 10.1 mmol) in DCM (50 mL) was added AlCl3 (6.8 g, 51.0 mmol). The suspension was stirred at RT for 10 min and trichloroacetyl chloride (2.8 g, 15.40 mmol) was added slowly. The mixture was stirred at RT for overnight and then poured into iced-water. The aqueous solution was extracted with DCM three times, and organic layers were combined and evaporated. The crude solid was dissolved in THF (50 mL) and treated with water (25 mL) and triethylamine (5 mL...